The task is: describe an organic reaction: reactants, conditions, products, and yield. This data is from the Open Reaction Database (ORD), a public repository of structured organic reaction records. Starting materials: C(C1=CC=CC=C1)OC1=NN2CCCN(CC2=C1)C(=O)C1=CC=C(C=C1)F ((2-benzyloxy-7,8-dihydro-4H,6H-1,5,8a-triaza-azulen-5-yl)-(4-fluoro-phenyl)-methanone). Reagents/catalysts: [OH-].[OH-].[Pd+2] (Pd(OH)2/C). Run in CCOC(=O)C.CN(C)C=O (AcOEt DMF). Product: FC1=CC=C(C=C1)C(=O)N1CC2=CC(=NN2CCC1)O ((4-Fluoro-phenyl)-(2-hydroxy-7,8-dihydro-4H,6H-1,5,8a-triaza-azulen-5-yl)-methanone). The yield is 92.7%. As a reaction SMILES: C([O:8][C:9]1[CH:18]=[C:17]2[N:11]([CH2:12][CH2:13][CH2:14][N:15]([C:19]([C:21]3[CH:26]=[CH:25][C:24]([F:27])=[CH:23][CH:22]=3)=[O:20])[CH2:16]2)[N:10]=1)C1C=CC=CC=1>CCOC(C)=O.CN(C=O)C.[OH-].[OH-].[Pd+2]>[F:27][C:24]1[CH:25]=[CH:26][C:21]([C:19]([N:15]2[CH2:14][CH2:13][CH2:12][N:11]3[C:17](=[CH:18][C:9]([OH:8])=[N:10]3)[CH2:16]2)=[O:20])=[CH:22][CH:23]=1 |f:1.2,3.4.5|. Procedure details: A solution of (2-benzyloxy-7,8-dihydro-4H,6H-1,5,8a-triaza-azulen-5-yl)-(4-fluoro-phenyl)-methanone (0.902 g, 2.47 mmol) in a mixture of AcOEt/DMF (25/25 mL) was hydrogenated in a H-Cube reactor (1.5 ml/min, 70 mm, Pd(OH)2/C cartridge, full H2 mode, 80° C., 1 cycle). The solvents were evaporated in vacuo to yield (4-Fluoro-phenyl)-(2-hydroxy-7,8-dihydro-4H,6H-1,5,8a-triaza-azulen-5-yl)-methanone (0.63 g, 93% yield) as a colorless oil, that was used in the next step without further purification. Starting materials: Cc1ccc(S(=O)(=O)Cl)cc1, ClCCl, OCC1CCCO1, c1ccncc1. Yields the product Cc1ccc(S(=O)(=O)OCC2CCCO2)cc1. Reaction SMILES: [CH3:8][c:9]1[cH:10][cH:11][c:12]([S:15](=[O:16])(=[O:17])[Cl:18])[cH:13][cH:14]1.[Cl:19][CH2:20][Cl:21].[O:1]1[CH:2]([CH2:6][OH:7])[CH2:3][CH2:4][CH2:5]1.[cH:22]1[cH:23][cH:24][n:25][cH:26][cH:27]1>>[O:1]1[CH:2]([CH2:6][O:7][S:15]([c:12]2[cH:11][cH:10][c:9]([CH3:8])[cH:14][cH:13]2)(=[O:16])=[O:17])[CH2:3][CH2:4][CH2:5]1. As a reaction SMILES: [I-:1].[CH3:2][NH+:3]1[CH:7]=[CH:6][N:5]([CH3:8])[CH:4]1[CH3:9].[CH:10](=O)[C:11]1[O:15][CH:14]=[CH:13][CH:12]=1.C(O)C.[OH-].[K+]>O>[I-:1].[CH3:2][NH+:3]1[CH:7]=[CH:6][N:5]([CH3:8])[CH:4]1[CH:9]=[CH:10][C:11]1[O:15][CH:14]=[CH:13][CH:12]=1 |f:0.1,4.5,7.8|. Run in O (water). Reactants: [I-].C[NH+]1C(N(C=C1)C)C (1,2,3-trimethyl-1H-imidazolium iodide), C(C1=CC=CO1)=O (furfural), C(C)O (ethanol), [OH-].[K+] (potassium hydroxide). Procedure details: A mixture of 5.0 g of 1,2,3-trimethyl-1H-imidazolium iodide, 2.5 ml of furfural, 20 ml of ethanol and 1 g of potassium hydroxide is refluxed for 10 minutes. The mixture is cooled, water is added, and the resulting solid is filtered off and crystallized from ethanol to yield 5.0 g of the title compound, melting point 299°-300° C. Yields the product [I-].C[NH+]1C(N(C=C1)C)C=CC=1OC=CC1 (1,3-Dimethyl-2-[2-(2-furanyl)ethenyl]-1H-imidazolium iodide). RXN SMILES: [C:1]([CH3:2])([CH3:3])([CH3:4])[O:5][C:6](=[O:7])[n:8]1[n:9][c:10]([OH:26])[c:11]2[c:12]1[n:13][c:14]([O:17][c:18]1[c:19]([F:25])[cH:20][c:21]([F:24])[cH:22][cH:23]1)[n:15][cH:16]2.[CH:33]([CH3:34])([CH3:35])[Br:36].[K+:27].[K+:28].[O-:29][C:30]([O-:31])=[O:32].[O:37]=[CH:38][N:39]([CH3:40])[CH3:41].[OH2:42]>>[C:1]([CH3:2])([CH3:3])([CH3:4])[O:5][C:6](=[O:7])[n:8]1[n:9][c:10]([O:26][CH:33]([CH3:34])[CH3:35])[c:11]2[c:12]1[n:13][c:14]([O:17][c:18]1[c:19]([F:25])[cH:20][c:21]([F:24])[cH:22][cH:23]1)[n:15][cH:16]2. Starting materials: CC(C)(C)OC(=O)n1nc(O)c2cnc(Oc3ccc(F)cc3F)nc21, CC(C)Br, [K+], [K+], O=C([O-])[O-], CN(C)C=O, O. The product is CC(C)Oc1nn(C(=O)OC(C)(C)C)c2nc(Oc3ccc(F)cc3F)ncc12. The reactants are C1=C(N=C2COC3=C(N21)C=CC=C3)C(=O)OC (methyl 4H-imidazo-[2,1-c][1,4]-benzoxazine-2-carboxylate), S(O)(O)(=O)=O (sulfuric acid), [N+](=O)(O)[O-] (nitric acid), ester. Solvent: O (water). Run at time 3 hour. The product is [N+](=O)([O-])C=1C=CC2=C(N3C(CO2)=NC(=C3)C(=O)OC)C1 (methyl 8-nitro-4H-imidazo-[2,1-c][1,4]-benzoxazine-2-carboxylate). The yield is 79.0%. RXN SMILES: [CH:1]1[N:9]2[C:4]([CH2:5][O:6][C:7]3[CH:13]=[CH:12][CH:11]=[CH:10][C:8]=32)=[N:3][C:2]=1[C:14]([O:16][CH3:17])=[O:15].S(=O)(=O)(O)O.[N+:23]([O-])([OH:25])=[O:24]>O>[N+:23]([C:11]1[CH:12]=[CH:13][C:7]2[O:6][CH2:5][C:4]3=[N:3][C:2]([C:14]([O:16][CH3:17])=[O:15])=[CH:1][N:9]3[C:8]=2[CH:10]=1)([O-:25])=[O:24]. Procedure details: 8.0 g of methyl 4H-imidazo-[2,1-c][1,4]-benzoxazine-2-carboxylate were added to a stirred mixture of 25 ml of concentrated sulfuric acid and 25 ml of concentrated nitric acid at 10° C. The ester slowly went into solution with the solution turning yellow and after three hours at room temperature, thin layer chromatography indicated no starting material remained. 500 ml of water were then added and the yellow product thus formed was filtered off, washed well with water and then dried over P2O5 to ... Starting materials: CCN(C(C)C)C(C)C (DIPEA), C(C)(=O)OC(C)=O (acetic anhydride), N1CC(OCC1)C(=O)OCC1=CC=CC=C1 (Phenylmethyl 2-morpholinecarboxylate). Solvent: ClCCl (dichloromethane). Reaction conditions: time 18 hour. Product: C(C)(=O)N1CC(OCC1)C(=O)OCC1=CC=CC=C1 (Phenylmethyl 4-acetyl-2-morpholinecarboxylate). The yield is 58.5%. RXN SMILES: [NH:1]1[CH2:6][CH2:5][O:4][CH:3]([C:7]([O:9][CH2:10][C:11]2[CH:16]=[CH:15][CH:14]=[CH:13][CH:12]=2)=[O:8])[CH2:2]1.CCN(C(C)C)C(C)C.[C:26](OC(=O)C)(=[O:28])[CH3:27]>ClCCl>[C:26]([N:1]1[CH2:6][CH2:5][O:4][CH:3]([C:7]([O:9][CH2:10][C:11]2[CH:16]=[CH:15][CH:14]=[CH:13][CH:12]=2)=[O:8])[CH2:2]1)(=[O:28])[CH3:27]. Reported procedure: Phenylmethyl 2-morpholinecarboxylate (450 mg, 2.034 mmol) was dissolved in dichloromethane (30 ml). DIPEA (0.71 ml, 4.07 mmol) and acetic anhydride (0.23 ml, 2.441 mmol) were added and the mixture was stirred under nitrogen at room temperature for 18 hr. The solvent was removed in vacuo, the residue was portioned between dichloromethane (20 ml) and water (20 ml) and separated by hydrophobic frit. The aqueous layer was washed with dichloromethane (2×10 ml) and to the combined organic phases was a... The reactants are NC1=CC=C2C(=N1)C(=CN2)C2CCN(CC2)CC (5-amino-3-(1-ethylpiperidin-4-yl)pyrrolo[3,2-b]pyridine), FC1=CC=C(C(=O)Cl)C=C1 (4-fluorobenzoyl chloride). Yields the product FC1=CC=C(C(=O)NC2=CC=C3C(=N2)C(=CN3)C3CCN(CC3)CC)C=C1 (5-(N-[4-fluorobenzoyl]amino)-3-(1-ethylpiperidin-4-yl)pyrrolo[3,2-b]pyridine). RXN SMILES: [NH2:1][C:2]1[N:7]=[C:6]2[C:8]([CH:11]3[CH2:16][CH2:15][N:14]([CH2:17][CH3:18])[CH2:13][CH2:12]3)=[CH:9][NH:10][C:5]2=[CH:4][CH:3]=1.[F:19][C:20]1[CH:28]=[CH:27][C:23]([C:24](Cl)=[O:25])=[CH:22][CH:21]=1>>[F:19][C:20]1[CH:28]=[CH:27][C:23]([C:24]([NH:1][C:2]2[N:7]=[C:6]3[C:8]([CH:11]4[CH2:16][CH2:15][N:14]([CH2:17][CH3:18])[CH2:13][CH2:12]4)=[CH:9][NH:10][C:5]3=[CH:4][CH:3]=2)=[O:25])=[CH:22][CH:21]=1. Procedure: Beginning with 0.015 gm (0.061 mMol) 5-amino-3-(1-ethylpiperidin-4-yl)pyrrolo[3,2-b]pyridine and 0.009 mL (0.080 mMol) 4-fluorobenzoyl chloride, the title compound was prepared essentially by the procedure described in Example 7. Reactants: CCCCCCC(Nc1ccc(C(=O)NCCC(=O)OCC)cc1)c1oc2ccc(OC)cc2c1C, CCO, [Na+], C1CCOC1, [OH-]. The product is CCCCCCC(Nc1ccc(C(=O)NCCC(=O)O)cc1)c1oc2ccc(OC)cc2c1C. Reaction SMILES: [CH3:1][O:2][c:3]1[cH:4][cH:5][c:6]2[c:7]([c:8]([CH3:35])[c:9]([CH:11]([CH2:12][CH2:13][CH2:14][CH2:15][CH2:16][CH3:17])[NH:18][c:19]3[cH:20][cH:21][c:22]([C:25](=[O:26])[NH:27][CH2:28][CH2:29][C:30](=[O:31])[O:32][CH2:33][CH3:34])[cH:23][cH:24]3)[o:10]2)[cH:36]1.[CH3:44][CH2:45][OH:46].[Na+:43].[O:37]1[CH2:38][CH2:39][CH2:40][CH2:41]1.[OH-:42]>>[CH3:1][O:2][c:3]1[cH:4][cH:5][c:6]2[c:7]([c:8]([CH3:35])[c:9]([CH:11]([CH2:12][CH2:13][CH2:14][CH2:15][CH2:16][CH3:17])[NH:18][c:19]3[cH:20][cH:21][c:22]([C:25](=[O:26])[NH:27][CH2:28][CH2:29][C:30](=[O:31])[OH:32])[cH:23][cH:24]3)[o:10]2)[cH:36]1.